The task is: describe an organic reaction: reactants, conditions, products, and yield. This data is from the Open Reaction Database (ORD), a public repository of structured organic reaction records. Reactants: CC(=O)O, CCCSc1cc(C(=O)OC)cc(NC(C)CC)n1, [Na]. Product: CCCS(=O)c1cc(C(=O)OC)cc(NC(C)CC)n1. Reaction SMILES: [CH3:21][C:22]([OH:23])=[O:24].[CH3:2][O:3][C:4]([c:5]1[cH:6][c:7]([NH:15][CH:16]([CH3:17])[CH2:18][CH3:19])[n:8][c:9]([S:11][CH2:12][CH2:13][CH3:14])[cH:10]1)=[O:20].[Na:1]>>[CH3:2][O:3][C:4]([c:5]1[cH:6][c:7]([NH:15][CH:16]([CH3:17])[CH2:18][CH3:19])[n:8][c:9]([S:11]([CH2:12][CH2:13][CH3:14])=[O:23])[cH:10]1)=[O:20]. Starting materials: B.C(C)(C)(C)N (borane t-butylamine), [Cl-].[Cl-].[Cl-].[Al+3] (aluminum trichloride), O=C1C2=C(CN(CC1)C(=O)OCC)SC=C2 (ethyl 4-oxo-5,6-dihydro-4H-thieno[2,3-c]azepine-7(8H)-carboxylate). Solvent: C(Cl)Cl (methylene chloride). Run at time 1 hour. Yields the product S1C=CC2=C1CN(CCC2)C(=O)OCC (ethyl 5,6-dihydro-4H-thieno[2,3-c]azepine-7(8H)-carboxylate). RXN SMILES: B.C(N)(C)(C)C.[Cl-].[Cl-].[Cl-].[Al+3].O=[C:12]1[CH2:18][CH2:17][N:16]([C:19]([O:21][CH2:22][CH3:23])=[O:20])[CH2:15][C:14]2[S:24][CH:25]=[CH:26][C:13]1=2>C(Cl)Cl>[S:24]1[C:14]2[CH2:15][N:16]([C:19]([O:21][CH2:22][CH3:23])=[O:20])[CH2:17][CH2:18][CH2:12][C:13]=2[CH:26]=[CH:25]1 |f:0.1,2.3.4.5|. Reported procedure: Solid borane-t-butylamine pellets (2.77 g, 31.84 mmol) were crushed and suspended in methylene chloride (300 mL) at 0° C. Solid aluminum trichloride (2.12 g, 15.92 mmol) was added and the mixture was stirred for 1 hour. Compound 1043 (1.27 g, 5.31 mmol) was added slowly and the reaction mixture allowed to warm to room temperature overnight. The reaction was quenched by addition of ethanol (50 mL) then saturated ammonium chloride (100 mL). The mixture was brought to a neutral pH with saturated so...